From a dataset of the Open Reaction Database (ORD), a public repository of structured organic reaction records. describe an organic reaction: reactants, conditions, products, and yield Reactants: CC(CCNC(OC(C)(C)C)=O)(C)N1C(NC2=C1C=C(C=C2)C)=O (tert-butyl [3-methyl-3-(6-methyl-2-oxo-2,3-dihydro-benzimidazol-1-yl)-butyl]-carbamate), Cl (hydrochloric acid). Run in O1CCOCC1 (dioxane), O1CCOCC1 (dioxane). Run at temperature 90 celsius. The product is NCCC(C)(C)N1C(NC2=C1C=C(C=C2)C)=O (1-(3-amino-1,1-dimethyl-propyl)-6-methyl-1,3-dihydro-benzimidazol-2-one). RXN SMILES: [CH3:1][C:2]([N:14]1[C:18]2[CH:19]=[C:20]([CH3:23])[CH:21]=[CH:22][C:17]=2[NH:16][C:15]1=[O:24])([CH3:13])[CH2:3][CH2:4][NH:5]C(=O)OC(C)(C)C.Cl>O1CCOCC1>[NH2:5][CH2:4][CH2:3][C:2]([N:14]1[C:18]2[CH:19]=[C:20]([CH3:23])[CH:21]=[CH:22][C:17]=2[NH:16][C:15]1=[O:24])([CH3:13])[CH3:1]. Reported procedure: A solution of 1.50 g (4.5 mmol) tert-butyl [3-methyl-3-(6-methyl-2-oxo-2,3-dihydro-benzimidazol-1-yl)-butyl]-carbamate in 100 mL dioxane is combined with 10 mL 4 molar hydrochloric acid in dioxane and then heated to 90° C. for 90 minutes, during which time a white precipitate settles out. After cooling to ambient temperature the solvent is distilled off and the residue is stirred in diethyl ether. White solid. Yield: 1.04 g (86%; hydrochloride); mass spectroscopy: [M+H]+=234.